Dataset: the Open Reaction Database (ORD), a public repository of structured organic reaction records. Task: describe an organic reaction: reactants, conditions, products, and yield The reactants are O=C([O-])O, O=C(Cl)COCc1ccccc1, CNCC(=O)C(C)C, CCOC(C)=O, [Na+], O. Product: CC(C)C(=O)CN(C)C(=O)COCc1ccccc1. Reaction SMILES: [C:9](=[O:10])([O-:11])[OH:12].[CH2:14]([c:15]1[cH:16][cH:17][cH:18][cH:19][cH:20]1)[O:21][CH2:22][C:23](=[O:24])[Cl:25].[CH3:1][CH:2]([C:3]([CH2:4][NH:5][CH3:6])=[O:7])[CH3:8].[CH3:26][CH2:27][O:28][C:29](=[O:30])[CH3:31].[Na+:13].[OH2:32]>>[CH3:1][CH:2]([C:3]([CH2:4][N:5]([CH3:6])[C:23]([CH2:22][O:21][CH2:14][c:15]1[cH:16][cH:17][cH:18][cH:19][cH:20]1)=[O:24])=[O:7])[CH3:8]. The reactants are OC1=C(C2=CC=CC=C2C(=C1)O)C=O (2, 4-dihydroxy-1-naphthaldehyde), OC=1C(=CC2=CC=CC=C2C1)C(=O)NN (3-hydroxy-2-naphthoic hydrazide). Product: OC1=C(C2=CC=CC=C2C(=C1)O)C=NNC(=O)C1=CC2=CC=CC=C2C=C1O (3-Hydroxy-2-naphthoic (2.4-dihydroxy-1-naphthylmethylene) hydrazide). Isolated yield 83.0%. RXN SMILES: [OH:1][C:2]1[CH:11]=[C:10]([OH:12])[C:9]2[C:4](=[CH:5][CH:6]=[CH:7][CH:8]=2)[C:3]=1[CH:13]=O.[OH:15][C:16]1[C:17]([C:26]([NH:28][NH2:29])=[O:27])=[CH:18][C:19]2[C:24]([CH:25]=1)=[CH:23][CH:22]=[CH:21][CH:20]=2>>[OH:1][C:2]1[CH:11]=[C:10]([OH:12])[C:9]2[C:4](=[CH:5][CH:6]=[CH:7][CH:8]=2)[C:3]=1[CH:13]=[N:29][NH:28][C:26]([C:17]1[C:16]([OH:15])=[CH:25][C:24]2[C:19](=[CH:20][CH:21]=[CH:22][CH:23]=2)[CH:18]=1)=[O:27]. Reported procedure: Following the general procedure of Example 1, condensation of 2, 4-dihydroxy-1-naphthaldehyde and 3-hydroxy-2-naphthoic hydrazide yielded a yellow crystal (83%) [recrystallized from DMSO/H2O (8:2, v/v)]: mp>280° C. (dec); 1H NMR d 12.42 (br s, 1 H), 11.65 (s, 1 H), 10.96 (br s, 1 H), 10.59 (s, 1 H), 8.99 (s, 1H), 8.07 (s, 1H), 7.77 (d, 1 H, J=8.4 Hz), 7.67 (d, 1 H, J=8.4 Hz), 7.48 (d, 1 H, J=8.1 Hz), 7.32 (d, 1H, J=8.4 Hz), 7.13 (t, 1H, J=7.5 Hz), 7.06 (t, 1 H, J=7.5 Hz), 6.91 (s, 1 H), 6.90 (m,... Reactants: BrCC(=O)OCC (ethyl bromoacetate), [N-]=[N+]=[N-].[Na+] (NaN3). Solvent: C(C)O (ethanol), O (water). The product is N(=[N+]=[N-])CC(=O)OCC (ethyl azidoacetate). The yield is 80.1%. RXN SMILES: Br[CH2:2][C:3]([O:5][CH2:6][CH3:7])=[O:4].[N-:8]=[N+:9]=[N-:10].[Na+]>C(O)C.O>[N:8]([CH2:2][C:3]([O:5][CH2:6][CH3:7])=[O:4])=[N+:9]=[N-:10] |f:1.2|. Reported procedure: To a solution of ethyl bromoacetate (42 g) in ethanol (120 mL) was added a solution of NaN3 (25 g) in water (60 ml). The mixture was stirred at reflux for 4 hours. The mixture was concentrated under vacuum and the residue was partitioned between ether (300 mL) and water (200 mL). The aqueous layer was further extracted with ether. The combined extracts were washed with water (×3), brine and dried over Na2SO4. After filtration, careful concentration of solvent gave ethyl azidoacetate (26 g) which... Reactants: CC(=O)O, [H][H], NC1C=Nc2ccccc2NC1=O, [Zn]. The product is NC1CNc2ccccc2NC1=O. Reaction SMILES: [CH3:16][C:17](=[O:18])[OH:19].[H:14][H:15].[NH2:1][CH:2]1[CH:3]=[N:4][c:5]2[c:6]([cH:10][cH:11][cH:12][cH:13]2)[NH:7][C:8]1=[O:9].[Zn:20]>>[NH2:1][CH:2]1[CH2:3][NH:4][c:5]2[c:6]([cH:10][cH:11][cH:12][cH:13]2)[NH:7][C:8]1=[O:9]. The reactants are CC(=O)O[BH-](OC(C)=O)OC(C)=O, CC(=O)O, CCOC(=O)c1cc(C=O)c2ccccn2c1=O, CC(Cl)Cl, N#Cc1ccc(N2CCNCC2)cc1, [Na+]. The product is CCOC(=O)c1cc(CN2CCN(c3ccc(C#N)cc3)CC2)c2ccccn2c1=O. RXN SMILES: [C:41]([O:42][BH-:43]([O:44][C:45](=[O:46])[CH3:47])[O:48][C:49](=[O:50])[CH3:51])(=[O:52])[CH3:53].[CH3:33][C:34](=[O:35])[OH:36].[CH:1](=[O:2])[c:3]1[cH:4][c:5]([C:14](=[O:15])[O:16][CH2:17][CH3:18])[c:6](=[O:13])[n:7]2[cH:8][cH:9][cH:10][cH:11][c:12]12.[Cl:37][CH:38]([Cl:39])[CH3:40].[N:19]1([c:25]2[cH:26][cH:27][c:28]([C:29]#[N:30])[cH:31][cH:32]2)[CH2:20][CH2:21][NH:22][CH2:23][CH2:24]1.[Na+:54]>>[CH2:1]([c:3]1[cH:4][c:5]([C:14](=[O:15])[O:16][CH2:17][CH3:18])[c:6](=[O:13])[n:7]2[cH:8][cH:9][cH:10][cH:11][c:12]12)[N:22]1[CH2:21][CH2:20][N:19]([c:25]2[cH:26][cH:27][c:28]([C:29]#[N:30])[cH:31][cH:32]2)[CH2:24][CH2:23]1.